This data is from the Open Reaction Database (ORD), a public repository of structured organic reaction records. The task is: describe an organic reaction: reactants, conditions, products, and yield Starting materials: CC(C)[Mg+], [Cl-], CC(C)[Si](C(C)C)(C(C)C)n1cc(I)c2cc(Cl)cnc21, Cn1nc(NCc2cccc(Cl)c2)cc1C=O, C1CCOC1. The product is CC(C)[Si](C(C)C)(C(C)C)n1cc(C(O)c2cc(NCc3cccc(Cl)c3)nn2C)c2cc(Cl)cnc21. RXN SMILES: [CH:23]([Mg+:24])([CH3:25])[CH3:26].[Cl-:22].[Cl:1][c:2]1[cH:3][c:4]2[c:5]([n:6][cH:7]1)[n:8]([Si:12]([CH:13]([CH3:14])[CH3:15])([CH:16]([CH3:17])[CH3:18])[CH:19]([CH3:20])[CH3:21])[cH:9][c:10]2[I:11].[Cl:27][c:28]1[cH:29][c:30]([CH2:31][NH:32][c:33]2[cH:34][c:35]([CH:39]=[O:40])[n:36]([CH3:38])[n:37]2)[cH:41][cH:42][cH:43]1.[O:44]1[CH2:45][CH2:46][CH2:47][CH2:48]1>>[Cl:1][c:2]1[cH:3][c:4]2[c:5]([n:6][cH:7]1)[n:8]([Si:12]([CH:13]([CH3:14])[CH3:15])([CH:16]([CH3:17])[CH3:18])[CH:19]([CH3:20])[CH3:21])[cH:9][c:10]2[CH:39]([c:35]1[cH:34][c:33]([NH:32][CH2:31][c:30]2[cH:29][c:28]([Cl:27])[cH:43][cH:42][cH:41]2)[n:37][n:36]1[CH3:38])[OH:40]. Reactants: ClC=1CN=CC2(C3=C(C1)C1=C(CC3)NC(C1)C2C)C (10-chloro-6,12-dimethyl-1,2,3,4,5,6-hexahydro-2,6-methano-9H-pyrrolo[3,2-h][3]benzazocine), C(C)(C)N(CC)C(C)C (diisopropylethyl amine), C1(CC1)CBr (cyclopropylmethyl bromide), C1(CC1)CBr (cyclopropylmethyl bromide), [Cl-].[NH4+] (ammonium chloride). Run in CN(C=O)C (dimethylformamide), C(C)(=O)OCC (ethyl acetate). Yields the product ClC=1CN=CC2(C3=C(C1)C1=C(CC3)N(C(C1)C2C)CC2CC2)C (10-Chloro-3-cyclopropylmethyl-6,12-dimethyl-1,2,3,4,5,6-hexahydro-2,6-methano-9H-pyrrolo[3,2-h][3]benzazocine). Isolated yield 32.0%. As a reaction SMILES: [Cl:1][C:2]1[CH2:3][N:4]=[CH:5][C:6]2([CH3:19])[CH:17]([CH3:18])[CH:15]3[CH2:16][C:10]4=[C:11]([NH:14]3)[CH2:12][CH2:13][C:7]2=[C:8]4[CH:9]=1.C(N(C(C)C)CC)(C)C.[CH:29]1([CH2:32]Br)[CH2:31][CH2:30]1.[Cl-].[NH4+]>C(OCC)(=O)C.CN(C)C=O>[Cl:1][C:2]1[CH2:3][N:4]=[CH:5][C:6]2([CH3:19])[CH:17]([CH3:18])[CH:15]3[CH2:16][C:10]4=[C:11]([N:14]3[CH2:32][CH:29]3[CH2:31][CH2:30]3)[CH2:12][CH2:13][C:7]2=[C:8]4[CH:9]=1 |f:3.4|. Procedure details: To a stirred solution of 2.2 g of 10-chloro-6,12-dimethyl-1,2,3,4,5,6-hexahydro-2,6-methano-9H-pyrrolo[3,2-h][3]benzazocine and 40 ml of dimethylformamide was added 3.2 ml of diisopropylethyl amine and 1.07 ml of cyclopropylmethyl bromide, under nitrogen. The reaction mixture was warmed in an oil bath maintained at 70°-77° C. Additional cyclopropylmethyl bromide (0.16 ml) was added, warming continued for a total of 3 hr, and the solution was poured into dilute aqueous ammonium chloride solution ... Reactants: C(C)N1CCNCC1 (N-ethylpiperazine), C(C)OC1=C(C=C(C=C1)S(=O)(=O)Cl)C1=NC=2N(C(N1)=O)C(=NC2CCC)C (4-ethoxy-3-(6-methyl-4-oxo-8-propyl-3,4-dihydro-imidazo[1,5-a][1,3,5]triazin-2-yl)-benzene-sulfonyl chloride). Solvent: ClCCl (dichloromethane). Conditions: time 2 hour. The product is C(C)OC1=C(C=C(C=C1)S(=O)(=O)N1CCN(CC1)CC)C1=NC=2N(C(N1)=O)C(=NC2CCC)C (2-[2-Ethoxy-5-(4-ethyl-piperazine-1-sulfonyl)-phenyl]-6-methyl-8-propyl-3H-imidazo[1,5-a][1,3,5]triazin-4-one). As a reaction SMILES: [CH2:1]([N:3]1[CH2:8][CH2:7][NH:6][CH2:5][CH2:4]1)[CH3:2].[CH2:9]([O:11][C:12]1[CH:17]=[CH:16][C:15]([S:18](Cl)(=[O:20])=[O:19])=[CH:14][C:13]=1[C:22]1[NH:27][C:26](=[O:28])[N:25]2[C:29]([CH3:35])=[N:30][C:31]([CH2:32][CH2:33][CH3:34])=[C:24]2[N:23]=1)[CH3:10]>ClCCl>[CH2:9]([O:11][C:12]1[CH:17]=[CH:16][C:15]([S:18]([N:6]2[CH2:7][CH2:8][N:3]([CH2:1][CH3:2])[CH2:4][CH2:5]2)(=[O:20])=[O:19])=[CH:14][C:13]=1[C:22]1[NH:27][C:26](=[O:28])[N:25]2[C:29]([CH3:35])=[N:30][C:31]([CH2:32][CH2:33][CH3:34])=[C:24]2[N:23]=1)[CH3:10]. Reported procedure: 83 mg (0.73 mmol) of N-ethylpiperazine are added to a solution of 100 mg (0.24 mmol) of 4-ethoxy-3-(6-methyl-4-oxo-8-propyl-3,4-dihydro-imidazo[1,5-a]-[1,3,5]triazin-2-yl)-benzenesulfonyl chloride (example VI) in 5 ml of dichloromethane and the reaction mixture is stirred at room temperature for 2 hours. After chromatographic purification (dichloromethane/methanol=95:5), 104 mg (87%) of 2-[2-ethoxy-5-(4-ethyl-piperazine-1-sulfonyl)-phenyl]-6-methyl-8-propyl-3H-imidazo[1,5-a][1,3,5]triazin-4-one ... The reactants are C1OC(N2[C@H]1CNCC2)=O ((S)-tetrahydro-1H-oxazolo[3,4-a]pyrazin-3(5H)-one), ClC1=NN=CC2=CC(=CC=C12)Cl (1,6-dichlorophthalazine), N,N-DIPEA. Solvent: CN(C)C=O (DMF). Reaction conditions: temperature 135 celsius. Product: ClC=1C=C2C=NN=C(C2=CC1)N1C[C@@H]2N(CC1)C(OC2)=O ((S)-7-(6-chlorophthalazin-1-yl)-tetrahydro-1H-oxazolo[3,4-a]pyrazin-3(5H)-one). The yield is 82.2%. RXN SMILES: [CH2:1]1[C@@H:5]2[CH2:6][NH:7][CH2:8][CH2:9][N:4]2[C:3](=[O:10])[O:2]1.Cl[C:12]1[C:21]2[C:16](=[CH:17][C:18]([Cl:22])=[CH:19][CH:20]=2)[CH:15]=[N:14][N:13]=1>CN(C=O)C>[Cl:22][C:18]1[CH:17]=[C:16]2[C:21](=[CH:20][CH:19]=1)[C:12]([N:7]1[CH2:8][CH2:9][N:4]3[C:3](=[O:10])[O:2][CH2:1][C@@H:5]3[CH2:6]1)=[N:13][N:14]=[CH:15]2. Procedure: A mixture of (S)-tetrahydro-1H-oxazolo[3,4-a]pyrazin-3(5H)-one (1.42 g, 10.000 mmol), 1,6-dichlorophthalazine (1.47 g, 7.39 mmol) and N,N-DIPEA (5.00 mL, 30.0 mmol) in 12 mL DMF was heated at 135° C. The crude material was purified by flash chromatography eluting with 2 M NH3 in MeOH/CH2Cl2 (0:1→3:97) to give 1.85 g of a brown oil. MS m/z: 305.1, 307.1 [M+1]. Starting materials: NC=1C=CC=C2CCNCC12 (8-amino-1,2,3,4-tetrahydro-isoquinoline), Cl.NO (hydroxylamine hydrochloride), NC=1C=CC=C2CCNCC12 (8-amino-1,2,3,4-tetrahydro-isoquinoline), ClC(C(O)O)(Cl)Cl (chloral hydrate). Product: C1NCCC2=CC=CC(=C12)NC(C=NO)=O (N-(1,2,3,4-tetrahydro-isoquinolin-8-yl)-2-hydroxyimino-acetamide). As a reaction SMILES: [NH2:1][C:2]1[CH:3]=[CH:4][CH:5]=[C:6]2[C:11]=1[CH2:10][NH:9][CH2:8][CH2:7]2.Cl[C:13](Cl)(Cl)[CH:14]([OH:16])O.Cl.[NH2:20][OH:21]>>[CH2:10]1[C:11]2[C:6](=[CH:5][CH:4]=[CH:3][C:2]=2[NH:1][C:14](=[O:16])[CH:13]=[N:20][OH:21])[CH2:7][CH2:8][NH:9]1 |f:2.3|. Reported procedure: Reacting an 8-amino-1,2,3,4-tetrahydro-isoquinoline (Compound 9) derivative with chloral hydrate and hydroxylamine hydrochloride to give an N-(1,2,3,4-tetrahydro-isoquinolin-8-yl)-2-hydroxyimino-acetamide (Compound 10) derivative (Step 9); The reactants are [OH-].[Na+] (NaOH), [OH-].[Na+] (NaOH), C(C1=CC=CC=C1)(=O)NC(=S)NC1=NC=C(C(=C1)OCC1=CC=CC=C1)Br (1-benzoyl-3-(4-(benzyloxy)-5-bromopyridin-2-yl)thiourea). Solvent: C1CCOC1 (THF). Conditions: temperature 60 celsius, time 3 hour. Product: C(C1=CC=CC=C1)OC1=CC(=NC=C1Br)NC(=S)N (1-(4-(benzyloxy)-5-bromopyridin-2-yl)thiourea). Yield: 33.8%. As a reaction SMILES: C([NH:9][C:10]([NH:12][C:13]1[CH:18]=[C:17]([O:19][CH2:20][C:21]2[CH:26]=[CH:25][CH:24]=[CH:23][CH:22]=2)[C:16]([Br:27])=[CH:15][N:14]=1)=[S:11])(=O)C1C=CC=CC=1.[OH-].[Na+]>C1COCC1>[CH2:20]([O:19][C:17]1[C:16]([Br:27])=[CH:15][N:14]=[C:13]([NH:12][C:10]([NH2:9])=[S:11])[CH:18]=1)[C:21]1[CH:26]=[CH:25][CH:24]=[CH:23][CH:22]=1 |f:1.2|. Procedure details: A flask was charged with 1-benzoyl-3-(4-(benzyloxy)-5-bromopyridin-2-yl)thiourea (9.8 g, 22.2 mmol) and THF (200 mL). 6N NaOH (100 mL) and NaOH (5 g) were added. The reaction was stirred at 60° C. for 3 hours, then concentrated and filtered to give the desired product (2.54 g, 33.9% yield) as off white solid. Reactants: ClC1=C(C=C(N)C=C1)C1=NC=CC=C1 (4-chloro-3-(pyridine-2-yl)aniline), O[C@@H](CS(=O)(=O)C1=CC=C(C(=O)O)C=C1)C ((R)-4-(2-hydroxypropylsulfonyl)benzoic acid). The product is ClC1=C(C=C(C=C1)NC(C1=CC=C(C=C1)S(=O)(=O)C[C@@H](C)O)=O)C1=NC=CC=C1 ((R)—N-(4-chloro-3-(pyridin-2-yl)phenyl)-4-(2-hydroxypropylsulfonyl)benzamide). As a reaction SMILES: [Cl:1][C:2]1[CH:8]=[CH:7][C:5]([NH2:6])=[CH:4][C:3]=1[C:9]1[CH:14]=[CH:13][CH:12]=[CH:11][N:10]=1.[OH:15][C@H:16]([CH3:30])[CH2:17][S:18]([C:21]1[CH:29]=[CH:28][C:24]([C:25](O)=[O:26])=[CH:23][CH:22]=1)(=[O:20])=[O:19]>>[Cl:1][C:2]1[CH:8]=[CH:7][C:5]([NH:6][C:25](=[O:26])[C:24]2[CH:23]=[CH:22][C:21]([S:18]([CH2:17][C@H:16]([OH:15])[CH3:30])(=[O:20])=[O:19])=[CH:29][CH:28]=2)=[CH:4][C:3]=1[C:9]1[CH:14]=[CH:13][CH:12]=[CH:11][N:10]=1. Procedure details: 100 mg of (R)-propylene oxide′ was reacted with methyl 4-mercaptobenzoate via Procedure S to afford (R)-methyl 4-(2-hydroxypropylthio)benzoate. 169 mg of (R)-methyl 4-(2-hydroxypropylthio)benzoate was reacted via Procedure R to give (R)-methyl 4-(2-hydroxypropylsulfonyl)benzoate. 179 mg of (R)-methyl 4-(2-hydroxypropylsulfonyl)benzoate was hydrolyzed via Procedure M to give (R)-4-(2-hydroxypropylsulfonyl)benzoic acid. 45 mg of 4-chloro-3-(pyridine-2-yl)aniline was coupled to (R)-4-(2-hydroxyprop...